Dataset: the Open Reaction Database (ORD), a public repository of structured organic reaction records. Task: describe an organic reaction: reactants, conditions, products, and yield The yield is 253.9%. Run in C(C)(=O)OCC (ethyl acetate). Reactants: C1(=CC=CC=C1)S(=O)(=O)N1C(=CC=2C1=NC=CC2)C(=CC2CCCC2)C=2C=NC(=CC2)OC (1-benzenesulfonyl-2-[2-cyclopentyl-1-(6-methoxy-pyridin-3-yl)-vinyl]-1H-pyrrolo[2,3-b]pyridine), C(C)O (ethanol), O1CCCC1 (tetrahydrofuran), [OH-].[Na+] (sodium hydroxide). The product is N1C=CC=2C1=NC=CC2 (1H-pyrrolo[2,3-b]pyridine). Reaction SMILES: C1(S([N:10]2[C:14]3=[N:15][CH:16]=[CH:17][CH:18]=[C:13]3[CH:12]=[C:11]2C(C2C=NC(OC)=CC=2)=CC2CCCC2)(=O)=O)C=CC=CC=1.C(O)C.O1CCCC1.[OH-].[Na+]>C(OCC)(=O)C>[NH:10]1[C:14]2=[N:15][CH:16]=[CH:17][CH:18]=[C:13]2[CH:12]=[CH:11]1 |f:3.4|. Procedure details: A mixture of 1-benzenesulfonyl-2-[2-cyclopentyl-1-(6-methoxy-pyridin-3-yl)-vinyl]-1H-pyrrolo[2,3-b]pyridine (110 mg, 0.24 mmol), ethanol (6 mL), tetrahydrofuran (3 mL) and an aqueous sodium hydroxide solution (10%, 1 mL) was heated at 40° C. for 4 h. The mixture was diluted with ethyl acetate (100 mL), washed with water, dried over anhydrous sodium sulfate and then concentrated in vacuo to afford 2-[2-cyclopentyl-1-(6-methoxy-pyridin-3-yl))-vinyl]-1H-pyrrolo[2,3-b]pyridine (72 mg, 94%) as a whit... Reactants: C(NN)(=O)OC (methyl carbazate), C(C)#N (acetonitrile), C1(=CC=CC=C1)CCC(=O)Cl (β-phenylpropionyl chloride). Reaction conditions: time 15 hour. Yields the product C1(=CC=CC=C1)CCC(=O)NNC(=O)OC (Methyl 3-(β-phenylpropionyl)-carbazate). The yield is 80.7%. As a reaction SMILES: [C:1]([O:5][CH3:6])(=[O:4])[NH:2][NH2:3].C(#N)C.[C:10]1([CH2:16][CH2:17][C:18](Cl)=[O:19])[CH:15]=[CH:14][CH:13]=[CH:12][CH:11]=1>>[C:10]1([CH2:16][CH2:17][C:18]([NH:3][NH:2][C:1]([O:5][CH3:6])=[O:4])=[O:19])[CH:15]=[CH:14][CH:13]=[CH:12][CH:11]=1. Procedure: To a solution of 18 g. (0.2 moles) of methyl carbazate and 100 ml. of acetonitrile 33.7 g (0.2 moles) of β-phenylpropionyl chloride are added dropwise. The reaction mixture is heated to boiling for 15 hours, clarified and cooled. The crystals are filtered off. Thus 36.85 g of the desired compound are obtained, yield 80.7% m.p.: 118° C. Reactants: O=C(OCc1ccccc1)N1CCC(c2nc(-c3ccc4c(c3)OCO4)c(-c3ccccn3)[nH]2)CC1, CCN(C(C)C)C(C)C, c1ccc(-c2[nH]c(C3CCNCC3)nc2-c2ccc3c(c2)OCO3)nc1, O=S(=O)(Cl)Cc1ccccc1. Yields the product O=S(=O)(Cc1ccccc1)N1CCC(c2nc(-c3ccc4c(c3)OCO4)c(-c3ccccn3)[nH]2)CC1. As a reaction SMILES: [CH2:47]([O:48][C:49]([N:50]1[CH2:51][CH2:52][CH:53]([c:54]2[nH:55][c:56](-[c:57]3[cH:58][cH:59][cH:60][cH:61][n:62]3)[c:63](-[c:64]3[cH:65][cH:66][c:67]4[c:71]([cH:72]3)[O:70][CH2:69][O:68]4)[n:73]2)[CH2:74][CH2:75]1)=[O:76])[c:77]1[cH:78][cH:79][cH:80][cH:81][cH:82]1.[CH:12]([N:13]([CH:14]([CH3:15])[CH3:16])[CH2:17][CH3:18])([CH3:19])[CH3:20].[O:21]1[CH2:22][O:23][c:24]2[c:25]1[cH:26][cH:27][c:28](-[c:30]1[c:31](-[c:41]3[n:42][cH:43][cH:44][cH:45][cH:46]3)[nH:32][c:33]([CH:35]3[CH2:36][CH2:37][NH:38][CH2:39][CH2:40]3)[n:34]1)[cH:29]2.[c:1]1([CH2:7][S:8](=[O:9])(=[O:10])[Cl:11])[cH:2][cH:3][cH:4][cH:5][cH:6]1>>[c:1]1([CH2:7][S:8](=[O:9])(=[O:10])[N:38]2[CH2:37][CH2:36][CH:35]([c:33]3[nH:32][c:31](-[c:41]4[n:42][cH:43][cH:44][cH:45][cH:46]4)[c:30](-[c:28]4[cH:27][cH:26][c:25]5[c:24]([cH:29]4)[O:23][CH2:22][O:21]5)[n:34]3)[CH2:40][CH2:39]2)[cH:2][cH:3][cH:4][cH:5][cH:6]1. Reactants: O=C([O-])[O-], CC1c2cc(O)c(Cl)c(Cl)c2C(=O)C1(C)C, CC(C)=O, O=C(O)CI, [K+], [K+]. The product is CC1c2cc(OCC(=O)O)c(Cl)c(Cl)c2C(=O)C1(C)C. RXN SMILES: [C:22](=[O:23])([O-:24])[O-:25].[CH3:1][C:2]1([CH3:16])[C:3](=[O:15])[c:4]2[c:5]([Cl:14])[c:6]([Cl:13])[c:7]([OH:12])[cH:8][c:9]2[CH:10]1[CH3:11].[CH3:28][C:29](=[O:30])[CH3:31].[I:17][CH2:18][C:19](=[O:20])[OH:21].[K+:26].[K+:27]>>[CH3:1][C:2]1([CH3:16])[C:3](=[O:15])[c:4]2[c:5]([Cl:14])[c:6]([Cl:13])[c:7]([O:12][CH2:18][C:19](=[O:20])[OH:21])[cH:8][c:9]2[CH:10]1[CH3:11]. Reactants: CC(=O)OI1(C=2C=CC=CC2C(=O)O1)(OC(=O)C)OC(=O)C (Dess-Martin periodinane), N1=CC=CC2=C1NC1=C(CC2O)C=NC=C1 (6,11-dihydro-5H-dipyrido[2,3-b:3′,4′-f]azepin-5-ol), S([O-])(O)(=O)=O.[Na+] (sodium bisulfate). Run in ClCCl (dichloromethane), O (water), ClCCl (dichloromethane), C([O-])(O)=O.[Na+] (sodium bicarbonate). Conditions: time 1 hour. The product is N1=CC=CC2=C1NC1=C(CC2=O)C=NC=C1 (6,11-Dihydro-5H-dipyrido[2,3-b:3′,4′-f]azepin-5-one). The yield is 89.8%. RXN SMILES: CC(OI1(OC(C)=O)(OC(C)=O)OC(=O)C2C=CC=CC1=2)=O.[N:23]1[C:28]2[NH:29][C:30]3[CH:38]=[CH:37][N:36]=[CH:35][C:31]=3[CH2:32][CH:33]([OH:34])[C:27]=2[CH:26]=[CH:25][CH:24]=1.S(=O)(=O)(O)[O-].[Na+]>ClCCl.O.C(=O)(O)[O-].[Na+]>[N:23]1[C:28]2[NH:29][C:30]3[CH:38]=[CH:37][N:36]=[CH:35][C:31]=3[CH2:32][C:33](=[O:34])[C:27]=2[CH:26]=[CH:25][CH:24]=1 |f:2.3,6.7|. Procedure: Dess-Martin periodinane (0.810 g, 1.91 mmol) was added to a solution of 6,11-dihydro-5H-dipyrido[2,3-b:3′,4′-f]azepin-5-ol (0.370 g, 1.74 mmol, Intermediate D-5) in dichloromethane (30 mL) under an atmosphere of nitrogen and stirred for 1 h. The yellow mixture was poured into a solution of sodium bisulfate in water and stirred for 5 minutes. The mixture was then diluted with dichloromethane and sodium bicarbonate was added to adjust the pH to 8-9. The mixture was extracted three times with dichl...